This data is from the Open Reaction Database (ORD), a public repository of structured organic reaction records. The task is: describe an organic reaction: reactants, conditions, products, and yield Starting materials: C(C)(=O)SCC(C(=O)N1C(=CC(C1)F)C(=O)O)C ((±)-1-[3-(acetylthio)-2-methyl-1-oxopropyl]-4,5-dihydro-4-fluoro-1H-pyrrole-2-carboxylic acid), C(C)(=O)SCC(C(=O)N1C(=CCC1)C(=O)O)C ((±)-1-[3-(acetylthio)-2-methyl-1-oxopropyl]-4,5-dihydro-1H-pyrrole-2-carboxylic acid). The product is FC1C=C(N(C1)C(C(CS)C)=O)C(=O)O ((±)-4,5-dihydro-4-fluoro-(3-mercapto-2-methyl-1-oxopropyl)-1H-pyrrole-2-carboxylic acid). As a reaction SMILES: C([S:4][CH2:5][CH:6]([CH3:18])[C:7]([N:9]1[CH2:13][CH:12]([F:14])[CH:11]=[C:10]1[C:15]([OH:17])=[O:16])=[O:8])(=O)C.C(SCC(C)C(N1CCC=C1C(O)=O)=O)(=O)C>>[F:14][CH:12]1[CH2:13][N:9]([C:7](=[O:8])[CH:6]([CH3:18])[CH2:5][SH:4])[C:10]([C:15]([OH:17])=[O:16])=[CH:11]1. Procedure details: By substituting (±)-1-[3-(acetylthio)-2-methyl-1-oxopropyl]-4,5-dihydro-4-fluoro-1H-pyrrole-2-carboxylic acid for the (±)-1-[3-(acetylthio)-2-methyl-1-oxopropyl]-4,5-dihydro-1H-pyrrole-2-carboxylic acid in the procedure of Example 2, (±)-4,5-dihydro-4-fluoro-(3-mercapto-2-methyl-1-oxopropyl)-1H-pyrrole-2-carboxylic acid is obtained. Reactants: CCO, O=[N+]([O-])c1ccc2oc3c(c2c1)CCCC3. Product: Nc1ccc2oc3c(c2c1)CCCC3. As a reaction SMILES: [CH3:17][CH2:18][OH:19].[N+:1]([O-:2])(=[O:3])[c:4]1[cH:5][cH:6][c:7]2[c:8]([c:9]3[c:10]([o:11]2)[CH2:12][CH2:13][CH2:14][CH2:15]3)[cH:16]1>>[NH2:1][c:4]1[cH:5][cH:6][c:7]2[c:8]([c:9]3[c:10]([o:11]2)[CH2:12][CH2:13][CH2:14][CH2:15]3)[cH:16]1. The reactants are NC=1C2=C(N=CN1)N(C=C2C2=CC(=C(C=C2)NC(OC2=CC=CC=C2)=O)OC)C2CCOCC2 (Phenyl N-[4-(4-amino-7-tetrahydro-2H-4-pyranyl-7H-pyrrolo[2,3-d]pyrimidin-5-yl)-2-methoxyphenyl]carbamate), O1CC(CC1)O (tetrahydro-3-furanol). The solvent is N1=CC=CC=C1 (pyridine). Conditions: temperature 100 celsius. Yields the product NC=1C2=C(N=CN1)N(C=C2C2=CC(=C(C=C2)NC(OC2COCC2)=O)OC)C2CCOCC2 (tetrahydro-3-furanyl N-[4-(4-amino-7-tetrahydro-2H-4-pyranyl-7H-pyrrolo[2,3-d]pyrimidin-5-yl)-2-methoxyphenyl]carbamate). Reaction SMILES: [NH2:1][C:2]1[C:3]2[C:10]([C:11]3[CH:16]=[CH:15][C:14]([NH:17][C:18](=[O:26])[O:19][C:20]4[CH:25]=CC=[CH:22][CH:21]=4)=[C:13]([O:27][CH3:28])[CH:12]=3)=[CH:9][N:8]([CH:29]3[CH2:34][CH2:33][O:32][CH2:31][CH2:30]3)[C:4]=2[N:5]=[CH:6][N:7]=1.[O:35]1CCC(O)C1>N1C=CC=CC=1>[NH2:1][C:2]1[C:3]2[C:10]([C:11]3[CH:16]=[CH:15][C:14]([NH:17][C:18](=[O:26])[O:19][CH:20]4[CH2:21][CH2:22][O:35][CH2:25]4)=[C:13]([O:27][CH3:28])[CH:12]=3)=[CH:9][N:8]([CH:29]3[CH2:30][CH2:31][O:32][CH2:33][CH2:34]3)[C:4]=2[N:5]=[CH:6][N:7]=1. Procedure: Phenyl N-[4-(4-amino-7-tetrahydro-2H-4-pyranyl-7H-pyrrolo[2,3-d]pyrimidin-5-yl)-2-methoxyphenyl]carbamate (30 mg, 0.065 mmol) was mixed with tetrahydro-3-furanol (0.05 mL) in pyridine (0.5 mL). The reaction mixture was heated at 100° C. overnight. The solvent was removed and the residue was purified by preparative reverse phase PHLC to give tetrahydro-3-furanyl N-[4-(4-amino-7-tetrahydro-2H-4-pyranyl-7H-pyrrolo[2,3-d]pyrimidin-5-yl)-2-methoxyphenyl]carbamate (14 mg, 0.031 mmol). 1H NMR (CDCl-d) ... Starting materials: OC1CN(CCC1C1=CC=C(C=C1)C(=O)OC)C(=O)OCC1=CC=CC=C1 (benzyl 3-hydroxy-4-(4-methoxycarbonylphenyl)piperidine-1-carboxylate), ClCC=1C=CC2=C(N(C(CO2)=O)CCCOC)C1 (6-chloromethyl-4-(3-methoxypropyl)-4H-benzo[1,4]oxazin-3-one). The product is COC(=O)C1=CC=C(C=C1)C1C(CN(CC1)C(=O)OCC1=CC=CC=C1)OCC=1C=CC2=C(N(C(CO2)=O)CCCOC)C1 (Benzyl 4-(4-methoxycarbonylphenyl)-3-[4-(3-methoxypropyl)-3-oxo-3,4-dihydro-2H-benzo[1,4]oxazin-6-ylmethoxy]piperidine-1-carboxylate). Reaction SMILES: [OH:1][CH:2]1[CH:7]([C:8]2[CH:13]=[CH:12][C:11]([C:14]([O:16][CH3:17])=[O:15])=[CH:10][CH:9]=2)[CH2:6][CH2:5][N:4]([C:18]([O:20][CH2:21][C:22]2[CH:27]=[CH:26][CH:25]=[CH:24][CH:23]=2)=[O:19])[CH2:3]1.Cl[CH2:29][C:30]1[CH:31]=[CH:32][C:33]2[O:38][CH2:37][C:36](=[O:39])[N:35]([CH2:40][CH2:41][CH2:42][O:43][CH3:44])[C:34]=2[CH:45]=1>>[CH3:17][O:16][C:14]([C:11]1[CH:10]=[CH:9][C:8]([CH:7]2[CH2:6][CH2:5][N:4]([C:18]([O:20][CH2:21][C:22]3[CH:23]=[CH:24][CH:25]=[CH:26][CH:27]=3)=[O:19])[CH2:3][CH:2]2[O:1][CH2:29][C:30]2[CH:31]=[CH:32][C:33]3[O:38][CH2:37][C:36](=[O:39])[N:35]([CH2:40][CH2:41][CH2:42][O:43][CH3:44])[C:34]=3[CH:45]=2)=[CH:13][CH:12]=1)=[O:15]. Procedure: Analogously to Method D, 5.25 g of benzyl 3-hydroxy-4-(4-methoxycarbonylphenyl)piperidine-1-carboxylate and 0.572 g of 6-chloromethyl-4-(3-methoxypropyl)-4H-benzo[1,4]oxazin-3-one are reacted. The title compound is obtained as a yellowish oil. Rf=0.28 (2:1 EtOAc-heptane). Rt=5.06. The reactants are CS(=O)(=O)Cl (MsCl), CCN(C(C)C)C(C)C (DIPEA), C(C1=CC=CC=C1)OC(N(C(C)C(NC(C(C)C)C(=O)N1C2C(CC1)NCC2OC2=CC=CC=C2)=O)C)=O (Methyl-{1-[2-methyl-1-(6-phenoxy-hexahydro-pyrrolo[3,2-b]pyrrole-1-carbonyl)-propylcarbamoyl]-ethyl}-carbamic acid benzyl ester). Reagents/catalysts: CN(C)C=1C=CN=CC1 (DMAP). Run in C(Cl)Cl (DCM), C(Cl)Cl (DCM). Run at temperature 0 celsius, time 1 hour. The product is CS(=O)(=O)N1CC(C2N(CCC21)C(=O)C(C(C)C)NC(C(C)NC)=O)OC2=CC=CC=C2 (N-[1-(4-Methanesulfonyl-6-phenoxy-hexahydro-pyrrolo[3,2-b]pyrrole-1-carbonyl)-2-methyl-propyl]-2-methylamino-propionamide). RXN SMILES: C(O[C:9](=O)[N:10](C)[CH:11]([C:13](=[O:36])[NH:14][CH:15]([C:19]([N:21]1[CH2:25][CH2:24][CH:23]2[NH:26][CH2:27][CH:28]([O:29][C:30]3[CH:35]=[CH:34][CH:33]=[CH:32][CH:31]=3)[CH:22]12)=[O:20])[CH:16]([CH3:18])[CH3:17])[CH3:12])C1C=CC=CC=1.CCN(C(C)C)C(C)C.[CH3:48][S:49](Cl)(=[O:51])=[O:50]>C(Cl)Cl.CN(C1C=CN=CC=1)C>[CH3:48][S:49]([N:26]1[CH:23]2[CH:22]([N:21]([C:19]([CH:15]([NH:14][C:13](=[O:36])[CH:11]([NH:10][CH3:9])[CH3:12])[CH:16]([CH3:18])[CH3:17])=[O:20])[CH2:25][CH2:24]2)[CH:28]([O:29][C:30]2[CH:35]=[CH:34][CH:33]=[CH:32][CH:31]=2)[CH2:27]1)(=[O:51])=[O:50]. Procedure: A solution containing 18 (150 mg, 0.28 mmol) in DCM (3 mL) was cooled to 0° C. DIPEA (74 mg, 0.57 mmol) and DMAP (4 mg, 0.03 mmol) were added followed by the addition of MsCl (36 mg, 0.32 mmol). After 1 h, the reaction mixture was warmed to ambient temperature, diluted with DCM, washed successively with 1M HCl and brine, dried over anhydrous Na2SO4, filtered, and concentrated to afford the crude sulfonamide which was used without further purification. Mass spectrum, m/z [601] (M+H)+. Reactants: O=C([O-])[O-], [C-]#[N+]C(CC)(Cc1cc(OC)c(OC)c(OC)c1)c1cccs1, CO, Cl, [K+], [K+]. Product: CCC(Cc1cc(OC)c(OC)c(OC)c1)(c1cccs1)N(C)C. As a reaction SMILES: [C:25](=[O:26])([O-:27])[O-:28].[CH3:1][O:2][c:3]1[cH:4][c:5]([CH2:6][C:7]([CH2:8][CH3:9])([c:10]2[s:11][cH:12][cH:13][cH:14]2)[N+:15]#[C-:16])[cH:17][c:18]([O:22][CH3:23])[c:19]1[O:20][CH3:21].[CH3:31][OH:32].[ClH:24].[K+:29].[K+:30]>>[CH3:1][O:2][c:3]1[cH:4][c:5]([CH2:6][C:7]([CH2:8][CH3:9])([c:10]2[s:11][cH:12][cH:13][cH:14]2)[N:15]([CH3:16])[CH3:25])[cH:17][c:18]([O:22][CH3:23])[c:19]1[O:20][CH3:21]. Starting materials: C(C)(=O)O (acetic acid), C(C)OC(C=CC1=C(N=C(N1CC1=CC=C(C=C1)[N+](=O)[O-])CCCC)Cl)=O (3-[2-butyl-4-chloro-1-(4-nitrobenzyl)imidazol-5-yl]propenoic acid ethyl ester). Reagents/catalysts: [Fe] (iron). Run in C(C)O (ethanol). Yields the product C(C)OC(C=CC1=C(N=C(N1CC1=CC=C(C=C1)N)CCCC)Cl)=O (3-[2-Butyl-4-chloro-1-(4-aminobenzyl)imidazol-5-yl] propenoic acid ethyl ester). RXN SMILES: [CH2:1]([O:3][C:4](=[O:27])[CH:5]=[CH:6][C:7]1[N:11]([CH2:12][C:13]2[CH:18]=[CH:17][C:16]([N+:19]([O-])=O)=[CH:15][CH:14]=2)[C:10]([CH2:22][CH2:23][CH2:24][CH3:25])=[N:9][C:8]=1[Cl:26])[CH3:2].C(O)(=O)C>C(O)C.[Fe]>[CH2:1]([O:3][C:4](=[O:27])[CH:5]=[CH:6][C:7]1[N:11]([CH2:12][C:13]2[CH:14]=[CH:15][C:16]([NH2:19])=[CH:17][CH:18]=2)[C:10]([CH2:22][CH2:23][CH2:24][CH3:25])=[N:9][C:8]=1[Cl:26])[CH3:2]. Reported procedure: A mixture of 0.5 g of 3-[2-butyl-4-chloro-1-(4-nitrobenzyl)imidazol-5-yl]propenoic acid ethyl ester (E isomer) prepared from Part B of Example 227, 1 g of iron and 2 mL of glacial acetic acid in 30 mL of absolute ethanol was refluxed for 1 hour. The reaction mixture was concentrated to dryness and the residue was dissolved in 50 mL of H2O. The aqueous solution was adjusted to pH 8 by K2CO3 and was extracted with ethyl acetate. The crude product obtained upon concentration of the ethyl acetate ex... Reactants: NC1(CCCCC1)CO (1-amino-cyclohexylmethanol), CO (methanol), C=O (formaldehyde). The solvent is CO.O (methanol water). Reaction conditions: time 8 hour. The product is N1COCC12CCCCC2 (3-Oxa-1-azaspiro[4.5]decane). Isolated yield 83.0%. As a reaction SMILES: [NH2:1][C:2]1([CH2:8][OH:9])[CH2:7][CH2:6][CH2:5][CH2:4][CH2:3]1.[CH3:10]O.C=O>CO.O>[NH:1]1[C:2]2([CH2:7][CH2:6][CH2:5][CH2:4][CH2:3]2)[CH2:8][O:9][CH2:10]1 |f:3.4|. Procedure: To a 500 mL flask containing 1-amino-cyclohexylmethanol (135 g, 1.05 mol) and methanol (50 mL) is added methyl formcel (53 mL of 55% formaldehyde in methanol/water, 1.06 mol) dropwise over a 1 hour period. During the addition, the stirred solution is warmed gently from room temperature to 37° C. After the addition is completed, the mixture is allowed to stir overnight at room temperature. The clear, colorless reaction mixture is stripped on a rotary evaporator (50° C./29″ vacuum). The resulting ... Product: OC(c1ccccc1)c1ccc(Br)cn1. Starting materials: Brc1ccc(Br)nc1, Cc1ccccc1, [Li]CCCC, O=Cc1ccccc1. RXN SMILES: [Br:1][c:2]1[n:3][cH:4][c:5]([Br:8])[cH:6][cH:7]1.[CH3:22][c:23]1[cH:24][cH:25][cH:26][cH:27][cH:28]1.[CH3:9][CH2:10][CH2:11][CH2:12][Li:13].[CH:14](=[O:15])[c:16]1[cH:17][cH:18][cH:19][cH:20][cH:21]1>>[c:2]1([CH:14]([OH:15])[c:16]2[cH:17][cH:18][cH:19][cH:20][cH:21]2)[n:3][cH:4][c:5]([Br:8])[cH:6][cH:7]1.